Dataset: the Open Reaction Database (ORD), a public repository of structured organic reaction records. Task: describe an organic reaction: reactants, conditions, products, and yield The reactants are FC(C)(F)C1=NC=CC(=C1)C (2-(1,1-difluoroethyl)-4-methylpyridine), [O-][Mn](=O)(=O)=O.[K+] (KMnO4), O (water). Reaction conditions: temperature 80 celsius. Yields the product FC(C)(F)C=1C=C(C(=O)O)C=CN1 (2-(1,1-difluoroethyl)isonicotinic acid). Yield: 12.0%. RXN SMILES: [F:1][C:2]([C:5]1[CH:10]=[C:9]([CH3:11])[CH:8]=[CH:7][N:6]=1)([F:4])[CH3:3].[O-:12][Mn](=O)(=O)=O.[K+].[OH2:18]>>[F:4][C:2]([C:5]1[CH:10]=[C:9]([CH:8]=[CH:7][N:6]=1)[C:11]([OH:12])=[O:18])([F:1])[CH3:3] |f:1.2|. Procedure: To a solution of 2-(1,1-difluoroethyl)-4-methylpyridine (1 equiv.) in water (2.0 M) was added KMnO4 (3.0 equiv) and heated to 80° C. for 4 hrs. LCMS analysis indicated the formation of the desired product (MH+—188.0, Rt—0.52 min). The reaction was acidified to pH 3 with 1M HCl. The white precipitate was filtered and dried. Isolated 2-(1,1-difluoroethyl)isonicotinic acid in 12% yield. LCMS (m/z) (M+H)=188.0, Rt=0.52). 1H NMR (400 MHz, <cd3od>) δ ppm 2.01 (t, J=18.78 Hz, 3H) 8.00 (d, J=4.70 Hz, 1H... Reactants: Lithium tetrakis(pentafluorophenyl)borate·2, solution, C(C)(C)(C)C1=NC(=CC=C1)C(C)(C)C (2,6-di-t-butylpyridine), CCOCC (Et2O), solution. Reagents/catalysts: C(C=C)[Pd]Cl ((allyl)palladiumchloride). Solvent: C1(=CC=CC=C1)C (toluene), C1(=CC=CC=C1)C (toluene), C1(=CC=CC=C1)C (toluene), C1(=CC=CC=C1)C (toluene). The product is C(CCC)C12C=CC(CC1)C2 (butylnorbornene). RXN SMILES: [CH3:1]COCC.[C:6]([C:10]1[CH:15]=[CH:14][CH:13]=[C:12]([C:16]([CH3:19])([CH3:18])C)N=1)([CH3:9])(C)C>C1(C)C=CC=CC=1.C([Pd]Cl)C=C>[CH2:15]([C:14]12[CH2:18][CH:16]([CH2:12][CH2:13]1)[CH:19]=[CH:1]2)[CH2:10][CH2:6][CH3:9]. Procedure: A 50 weight percent solution of butylnorbornene (5.0 g, 0.033 mol) was prepared in toluene. Lithium tetrakis(pentafluorophenyl)borate·2.5 Et2O (0.0012 g, 0.0014 mmol) was combined with (allyl)palladiumchloride dimer (100 μl of a 1.4 mmol solution in toluene) and 2,6-di-t-butylpyridine (100 μl of a 2.9 mmol solution in toluene) in toluene and added to the monomer mixture. A polymeric puck formed within 5-10 min at room temperature.